From a dataset of the Open Reaction Database (ORD), a public repository of structured organic reaction records. describe an organic reaction: reactants, conditions, products, and yield Reactants: C1(CCCCC1)NC(=O)OC1C(C(C2(CO2)CC1)C1(OC1CC=C(C)C)C)OC (6-cyclohexylcarbamoyloxy-5-methoxy-4-[2-methyl-3-(3-methyl-2-butenyl)oxiranyl]-1-oxaspiro[2,5]octane), O=[O+][O-] (ozone). Run in CO (methanol), ClCCl (dichloromethane). Product: C1(CCCCC1)NC(=O)OC1C(C(C2(CO2)CC1)C1(OC1CC=O)C)OC (6-cyclohexylcarbamoyloxy-5-methoxy-4-[2-methyl-3-formylmethyloxiranyl)-1-oxaspiro[2,5]octane). Reaction SMILES: [CH:1]1([NH:7][C:8]([O:10][CH:11]2[CH2:18][CH2:17][C:14]3([O:16][CH2:15]3)[CH:13]([C:19]3([CH3:27])[CH:21]([CH2:22][CH:23]=C(C)C)[O:20]3)[CH:12]2[O:28][CH3:29])=[O:9])[CH2:6][CH2:5][CH2:4][CH2:3][CH2:2]1.[O:30]=[O+][O-]>CO.ClCCl>[CH:1]1([NH:7][C:8]([O:10][CH:11]2[CH2:18][CH2:17][C:14]3([O:16][CH2:15]3)[CH:13]([C:19]3([CH3:27])[CH:21]([CH2:22][CH:23]=[O:30])[O:20]3)[CH:12]2[O:28][CH3:29])=[O:9])[CH2:6][CH2:5][CH2:4][CH2:3][CH2:2]1. Procedure details: To a solution of 6-cyclohexylcarbamoyloxy-5-methoxy-4-[2-methyl-3-(3-methyl-2-butenyl)oxiranyl]-1-oxaspiro[2,5]octane (70 mg) in a mixture of methanol (0.1 ml) and dichloromethane (5 ml) was passed through ozone for 13 minutes at -78° C. to give 6-cyclohexylcarbamoyloxy-5-methoxy-4-[2-methyl-3-formylmethyloxiranyl)-1-oxaspiro[2,5]octane in the reacting mixture. After babbling of nitrogen, methyl sulfide (0.2 ml) was added to the mixture at the same temperature. The mixture was stirred at -78° C....